Dataset: the Open Reaction Database (ORD), a public repository of structured organic reaction records. Task: describe an organic reaction: reactants, conditions, products, and yield The reactants are O=C([O-])[O-], CCCCC12CCC(=O)C(c3ccc(O)cc3)=C1c1ccc(OC)cc1C2, CC(C)=O, CCOC(C)=O, ClCCN1CCCCC1, Cl, [Cs+], [Cs+]. Yields the product CCCCC12CCC(=O)C(c3ccc(OCCN4CCCCC4)cc3)=C1c1ccc(OC)cc1C2. RXN SMILES: [C:28](=[O:29])([O-:30])[O-:31].[CH2:1]([CH2:2][CH2:3][CH3:4])[C:5]12[CH2:6][c:7]3[cH:8][c:9]([O:26][CH3:27])[cH:10][cH:11][c:12]3[C:13]1=[C:14]([c:19]1[cH:20][cH:21][c:22]([OH:25])[cH:23][cH:24]1)[C:15](=[O:18])[CH2:16][CH2:17]2.[CH3:44][C:45](=[O:46])[CH3:47].[CH3:48][CH2:49][O:50][C:51]([CH3:52])=[O:53].[Cl:35][CH2:36][CH2:37][N:38]1[CH2:39][CH2:40][CH2:41][CH2:42][CH2:43]1.[ClH:34].[Cs+:32].[Cs+:33]>>[CH2:1]([CH2:2][CH2:3][CH3:4])[C:5]12[CH2:6][c:7]3[cH:8][c:9]([O:26][CH3:27])[cH:10][cH:11][c:12]3[C:13]1=[C:14]([c:19]1[cH:20][cH:21][c:22]([O:25][CH2:36][CH2:37][N:38]3[CH2:39][CH2:40][CH2:41][CH2:42][CH2:43]3)[cH:23][cH:24]1)[C:15](=[O:18])[CH2:16][CH2:17]2.